Dataset: the Open Reaction Database (ORD), a public repository of structured organic reaction records. Task: describe an organic reaction: reactants, conditions, products, and yield Reactants: S1C2=C(C=C1)C(=CCC2)C#N (6,7-dihydrobenzo[b]thiophene-4-carbonitrile), ClC=1C(C(=C(C(C1Cl)=O)C#N)C#N)=O (2,3-dichloro-5,6-dicyano-1,4-benzoquinone). Isolated yield 64.9%. As a reaction SMILES: [S:1]1[CH:5]=[CH:4][C:3]2[C:6]([C:10]#[N:11])=[CH:7][CH2:8][CH2:9][C:2]1=2.ClC1C(=O)C(C#N)=C(C#N)C(=O)C=1Cl>C1(C)C=CC=CC=1>[S:1]1[CH:5]=[CH:4][C:3]2[C:6]([C:10]#[N:11])=[CH:7][CH:8]=[CH:9][C:2]1=2. Yields the product S1C2=C(C=C1)C(=CC=C2)C#N (benzo[b]thiophene-4-carbonitrile). The solvent is C1(=CC=CC=C1)C (toluene). Conditions: temperature 80 celsius, time 2 hour. Procedure: A mixture of the crude 6,7-dihydrobenzo[b]thiophene-4-carbonitrile (88.3 g), 2,3-dichloro-5,6-dicyano-1,4-benzoquinone (120 g) and toluene (750 ml) was stirred at 80° C. for 2 hours then allowed to cool to ambient temperature. The resulting solid was removed by filtration and washed with toluene (500 ml). The filtrate and washings were combined, the solvent was removed in vacuo, and the residue was purified by Biotage flash chromatography over silica using 3-5% mixtures of ethyl acetate in petro... Reactants: CC1(OCCO1)C1=CC=C(C=C1)C(C(C)(C)C)=O (4'-(2-methyl-2-dioxolanyl)pivalophenone), Cl (hydrochloric acid), COC1(OCCO1)CC(C(=O)C1=CC=CC=C1)(C)C ((2-methoxy-2-dioxolanyl)pivalophenone), Cl (hydrochloric acid). The product is COC1=C(C=CC(=C1)C(C)=O)C(C(C)(C)C)=O (2'-methoxy-4'acetylpivalophenone). As a reaction SMILES: [CH3:1][C:2]1([C:7]2[CH:12]=[CH:11][C:10]([C:13](=[O:18])[C:14]([CH3:17])([CH3:16])[CH3:15])=[CH:9][CH:8]=2)[O:6]CCO1.[CH3:19][O:20]C1(CC(C)(C)C(C2C=CC=CC=2)=O)OCCO1.Cl>>[CH3:19][O:20][C:9]1[CH:8]=[C:7]([C:2](=[O:6])[CH3:1])[CH:12]=[CH:11][C:10]=1[C:13](=[O:18])[C:14]([CH3:15])([CH3:16])[CH3:17]. Procedure details: Again following the above procedure and using in place of 4'-(2-methyl-2-dioxolanyl)pivalophenone an equivalent amount of (2-methoxy-2-dioxolanyl)pivalophenone in the presence of a dilute hydrochloric acid in place of concentrated hydrochloric acid, there is obtained 2'-methoxy-4'acetylpivalophenone. Starting materials: O=[N+]([O-])c1ccnc(Cl)c1, Cl, [H-], [Na+], CN(C)C=O, O, Cc1ncc(CO)c(C)c1O. Product: Cc1ncc(CO)c(C)c1Oc1ccnc(Cl)c1. RXN SMILES: [Cl:15][c:16]1[n:17][cH:18][cH:19][c:20]([N+:22]([O-:23])=[O:24])[cH:21]1.[ClH:3].[H-:1].[Na+:2].[O:25]=[CH:26][N:27]([CH3:28])[CH3:29].[OH2:30].[OH:4][CH2:5][c:6]1[c:7]([CH3:14])[c:8]([OH:13])[c:9]([CH3:12])[n:10][cH:11]1>>[OH:4][CH2:5][c:6]1[c:7]([CH3:14])[c:8]([O:13][c:20]2[cH:19][cH:18][n:17][c:16]([Cl:15])[cH:21]2)[c:9]([CH3:12])[n:10][cH:11]1.